Dataset: the Open Reaction Database (ORD), a public repository of structured organic reaction records. Task: describe an organic reaction: reactants, conditions, products, and yield Starting materials: C[Si](C)(C)N(C=1NC(=CC1C1=C(C=C(C=C1)Cl)Cl)C#N)[Si](C)(C)C (2-Di(trimethylsilyl)amino-3-(2,4-dichlorophenyl)-5-cvanopyrrole), Cl (hydrochloric acid). The solvent is CO (methanol). Yields the product NC=1NC(=CC1C1=C(C=C(C=C1)Cl)Cl)C#N (2-Amino-3-(2,4-dichlorophenyl)-5-cyanopyrrole). Reaction SMILES: C[Si]([N:5]([Si](C)(C)C)[C:6]1[NH:7][C:8]([C:19]#[N:20])=[CH:9][C:10]=1[C:11]1[CH:16]=[CH:15][C:14]([Cl:17])=[CH:13][C:12]=1[Cl:18])(C)C.Cl>CO>[NH2:5][C:6]1[NH:7][C:8]([C:19]#[N:20])=[CH:9][C:10]=1[C:11]1[CH:16]=[CH:15][C:14]([Cl:17])=[CH:13][C:12]=1[Cl:18]. Procedure: A solution of 2-(di(trimethylsilyl)amino-3-(2,4-dichlorophenyl)-5-cyanopyrrole (4, 11.8 g, 30 mmol) in methanol (50 ml) is treated with 2N aqueous hydrochloric acid (30 ml). The mixture is heated to reflux for 1 hour and concentrated in vacuo. The aqueous phase then is basified with solid sodium carbonate and the product is extracted with ethyl acetate. The extract is washed with brine, dried over MgSO4 and concentrated in vacuo to give the product. The reactants are N1C(C2(C3=CC=CC=C13)COC1=CC3=C(OCCO3)C=C12)=O (2,3-dihydrospiro[furo[2,3-g][1,4]benzodioxine-8,3′-indol]-2′(1′H)-one), Cl.CO (methanol hydrochloride), N1C(C2(C3=CC=CC=C13)COC=1C=CC=3C(=NON3)C12)=O (spiro[furo[3,2-e][2,1,3]benzoxadiazole-8,3′-indol]-2′(1′H)-one), FC(C1=CC=C(O1)CO)F ((5-(difluoromethyl)furan-2-yl)methanol). Yields the product FC(C1=CC=C(O1)CN1C(C2(C3=CC=CC=C13)COC1=CC3=C(OCCO3)C=C12)=O)F (1′-{[5-(difluoromethyl)furan-2-yl]methyl}-2,3-dihydrospiro[furo[2,3-g][1,4]benzodioxine-8,3′-indol]-2′(1′H)-one). RXN SMILES: [NH:1]1[C:9]2[C:4](=[CH:5][CH:6]=[CH:7][CH:8]=2)[C:3]2([C:21]3[C:12](=[CH:13][C:14]4[O:19][CH2:18][CH2:17][O:16][C:15]=4[CH:20]=3)[O:11][CH2:10]2)[C:2]1=[O:22].N1C2C(=CC=CC=2)C2(C3C4=NON=C4C=CC=3OC2)C1=O.[F:44][CH:45]([F:53])[C:46]1[O:50][C:49]([CH2:51]O)=[CH:48][CH:47]=1.Cl.CO>>[F:44][CH:45]([F:53])[C:46]1[O:50][C:49]([CH2:51][N:1]2[C:9]3[C:4](=[CH:5][CH:6]=[CH:7][CH:8]=3)[C:3]3([C:21]4[C:12](=[CH:13][C:14]5[O:19][CH2:18][CH2:17][O:16][C:15]=5[CH:20]=4)[O:11][CH2:10]3)[C:2]2=[O:22])=[CH:48][CH:47]=1 |f:3.4|. Procedure details: Following the procedure described in EXAMPLE 11.107 and making non-critical variations using 2,3-dihydrospiro[furo[2,3-g][1,4]benzodioxine-8,3′-indol]-2′(1′H)-one to replace spiro[furo[3,2-e][2,1,3]benzoxadiazole-8,3′-indol]-2′(1′H)-one and (5-(difluoromethyl)furan-2-yl)methanol to replace 3-trifluoromethyl-pyridin-2-yl)methanol hydrochloride, 1′-{[5-(difluoromethyl)furan-2-yl]methyl}-2,3-dihydrospiro[furo[2,3-g][1,4]benzodioxine-8,3′-indol]-2′(1′H)-one was obtained (35%) as a colorless solid: m... Reagents/catalysts: [OH-].[OH-].[Pd+2] (Pd(OH)2/C). Run in CO (MeOH). Starting materials: C(C)(C)(C)OC(=O)N1C(CC(C1)OC1=CC(=CC(=C1)[N+](=O)[O-])F)COC (4-(3-fluoro-5-nitro-phenoxy)-2-methoxymethyl-pyrrolidine-1-carboxylic acid tert-butyl ester), [H][H] (hydrogen). Product: C(C)(C)(C)OC(=O)N1C(CC(C1)OC1=CC(=CC(=C1)F)N)COC (4-(3-amino-5-fluoro-phenoxy)-2-methoxymethyl-pyrrolidine-1-carboxylic acid tert-butyl ester). Reaction SMILES: [C:1]([O:5][C:6]([N:8]1[CH2:12][CH:11]([O:13][C:14]2[CH:19]=[C:18]([N+:20]([O-])=O)[CH:17]=[C:16]([F:23])[CH:15]=2)[CH2:10][CH:9]1[CH2:24][O:25][CH3:26])=[O:7])([CH3:4])([CH3:3])[CH3:2].[H][H]>[OH-].[OH-].[Pd+2].CO>[C:1]([O:5][C:6]([N:8]1[CH2:12][CH:11]([O:13][C:14]2[CH:15]=[C:16]([F:23])[CH:17]=[C:18]([NH2:20])[CH:19]=2)[CH2:10][CH:9]1[CH2:24][O:25][CH3:26])=[O:7])([CH3:4])([CH3:3])[CH3:2] |f:2.3.4|. Procedure details: A mixture of 23 g of 4-(3-fluoro-5-nitro-phenoxy)-2-methoxymethyl-pyrrolidine-1-carboxylic acid tert-butyl ester (7), 100 mL MeOH and 2 g of Pd(OH)2/C was stirred for 2 hours under a 50 psi hydrogen atmosphere. The mixture was filtered off through a pad of diatomaceous earth and concentrated to give a quantitative yield of 4-(3-amino-5-fluoro-phenoxy)-2-methoxymethyl-pyrrolidine-1-carboxylic acid tert-butyl ester (8). Reactants: CC(C)(C)NCc1ccc2c(c1)CCCC2NC(=O)CC1CC(OCc2ccccc2)CN1S(=O)(=O)c1cccc(C(F)(F)F)c1, CCO. Yields the product CC(C)(C)NCc1ccc2c(c1)CCCC2NC(=O)CC1CC(O)CN1S(=O)(=O)c1cccc(C(F)(F)F)c1. As a reaction SMILES: [CH2:1]([c:2]1[cH:3][cH:4][cH:5][cH:6][cH:7]1)[O:8][CH:9]1[CH2:10][CH:11]([CH2:27][C:28](=[O:29])[NH:30][CH:31]2[CH2:32][CH2:33][CH2:34][c:35]3[cH:36][c:37]([CH2:41][NH:42][C:43]([CH3:44])([CH3:45])[CH3:46])[cH:38][cH:39][c:40]32)[N:12]([S:14](=[O:15])(=[O:16])[c:17]2[cH:18][c:19]([C:23]([F:24])([F:25])[F:26])[cH:20][cH:21][cH:22]2)[CH2:13]1.[CH3:47][CH2:48][OH:49]>>[OH:8][CH:9]1[CH2:10][CH:11]([CH2:27][C:28](=[O:29])[NH:30][CH:31]2[CH2:32][CH2:33][CH2:34][c:35]3[cH:36][c:37]([CH2:41][NH:42][C:43]([CH3:44])([CH3:45])[CH3:46])[cH:38][cH:39][c:40]32)[N:12]([S:14](=[O:15])(=[O:16])[c:17]2[cH:18][c:19]([C:23]([F:24])([F:25])[F:26])[cH:20][cH:21][cH:22]2)[CH2:13]1. Reactants: ClC=1C=C(C=C(C1)Cl)I (3,5-dichloro-1-iodobenzene), COC(C(F)(F)Cl)=O (chlorodifluoroacetic acid methyl ester). The solvent is [Cl-].[NH4+] (ammonium chloride), C(C)(C)(C)OC (t-butylmethylether), C(CCC)[Li] (n-butyl lithium). The product is ClC(C(=O)C1=CC(=CC(=C1)Cl)Cl)(F)F (2,3′,5′-trichloro-2,2-difluoroacetophenone). The yield is 96.8%. RXN SMILES: [Cl:1][C:2]1[CH:3]=[C:4](I)[CH:5]=[C:6]([Cl:8])[CH:7]=1.C[O:11][C:12](=O)[C:13]([Cl:16])([F:15])[F:14]>C(OC)(C)(C)C.C([Li])CCC.[Cl-].[NH4+]>[Cl:16][C:13]([F:15])([F:14])[C:12]([C:4]1[CH:3]=[C:2]([Cl:1])[CH:7]=[C:6]([Cl:8])[CH:5]=1)=[O:11] |f:4.5|. Procedure details: In a solution of 5.0 g of 3,5-dichloro-1-iodobenzene in 50 ml of t-butylmethylether, 12.2 ml of n-butyl lithium (1.58M hexane solution) was added dropwise at −78° C. with stirring, after the completion of the addition dropwise, stirred at the same temperature for 30 minutes. 6.6 g of chlorodifluoroacetic acid methyl ester was added dropwise at −78° C. with stirring in the reaction mixture, after the completion of the addition dropwise, continued to stir at 0° C. for further 30 minutes. After the...